This data is from the Open Reaction Database (ORD), a public repository of structured organic reaction records. The task is: describe an organic reaction: reactants, conditions, products, and yield The reactants are C(\C=C/C=CC=CC=CC=CCCCCCCCCC)(=O)OCC (ethyl cis-eicosapentaenoate), [OH-].[Na+] (sodium hydroxide), Cl (HCl), O (water). Run in CO (methanol). Run at time 1.5 hour. Yields the product C(\C=C/C=CC=CC=CC=CCCCCCCCCC)(=O)O (Cis-eicosapentaenoic acid). The yield is 96.0%. Reaction SMILES: [C:1]([O:22]CC)(=[O:21])/[CH:2]=[CH:3]\[CH:4]=[CH:5][CH:6]=[CH:7][CH:8]=[CH:9][CH:10]=[CH:11][CH2:12][CH2:13][CH2:14][CH2:15][CH2:16][CH2:17][CH2:18][CH2:19][CH3:20].[OH-].[Na+].O.Cl>CO>[C:1]([OH:22])(=[O:21])/[CH:2]=[CH:3]\[CH:4]=[CH:5][CH:6]=[CH:7][CH:8]=[CH:9][CH:10]=[CH:11][CH2:12][CH2:13][CH2:14][CH2:15][CH2:16][CH2:17][CH2:18][CH2:19][CH3:20] |f:1.2|. Procedure: To a solution of ethyl cis-eicosapentaenoate (5 g, 15.15 mmol) in methanol (100 mL) was added an aqueous solution of sodium hydroxide (6 g, 150 mmol, in 20 mL of water) at rt and stirred for 1.5 h. The reaction mixture was poured into ice cooled water and acidified with dil. HCl. The solution was extracted with dichloromethane (3×50 mL) and the combined layer was washed with water, brine and dried over sodium sulfate. The solution was filtered and evaporated the solvent to give the acid (4.4 g, ... Solvent: C1CCOC1 (THF). Product: CN1C=NC2=C1C=CC(=C2)C(=O)OC (methyl 1-methyl-1H-benzo[d]imidazole-5-carboxylate). Reported procedure: A solution of methyl 1H-benzo[d]imidazole-6-carboxylate (9.5 g, 53.9 mmol) in THF (100 mL) had NaH (2.59 g, 64.7 mmol) added at 0° C. After stirring for 30 min, CH3I (13.23 g, 93.2 mmol) was added and the mixture was stirred at room temperature for 1 h. The reaction was then quenched by addition of water and extracted with DCM (3×100 mL). The combined organic layers were dried over Na2SO4 and concentrated to give a mixture of two isomeric products methyl 1-methyl-1H-benzo[d]imidazole-6-carboxyla... The yield is 78.0%. Conditions: time 30 minute. The reactants are N1C=NC2=C1C=C(C=C2)C(=O)OC (methyl 1H-benzo[d]imidazole-6-carboxylate), [H-].[Na+] (NaH), CI (CH3I), CN1C=NC2=C1C=C(C=C2)C(=O)OC (methyl 1-methyl-1H-benzo[d]imidazole-6-carboxylate). As a reaction SMILES: [NH:1]1[C:5]2[CH:6]=[C:7]([C:10]([O:12][CH3:13])=[O:11])[CH:8]=[CH:9][C:4]=2[N:3]=[CH:2]1.[H-].[Na+].CI.[CH3:18]N1C2C=C(C(OC)=O)C=CC=2N=C1>C1COCC1>[CH3:18][N:3]1[C:4]2[CH:9]=[CH:8][C:7]([C:10]([O:12][CH3:13])=[O:11])=[CH:6][C:5]=2[N:1]=[CH:2]1 |f:1.2|. Reactants: ClC1=NC(=CC=2N=CN(C(C21)=O)C)Cl (5,7-dichloro-3-methylpyrido[4,3-d]pyrimidin-4(3H)-one), C(C)(C)N (isopropylamine). Run in O1CCOCC1 (dioxane). Run at temperature 80 celsius. Yields the product ClC1=CC=2N=CN(C(C2C(=N1)NC(C)C)=O)C (7-Chloro-5-(isopropylamino)-3-methylpyrido[4,3-d]pyrimidin-4(3H)-one). Isolated yield 86.3%. RXN SMILES: Cl[C:2]1[C:11]2[C:10](=[O:12])[N:9]([CH3:13])[CH:8]=[N:7][C:6]=2[CH:5]=[C:4]([Cl:14])[N:3]=1.[CH:15]([NH2:18])([CH3:17])[CH3:16]>O1CCOCC1>[Cl:14][C:4]1[N:3]=[C:2]([NH:18][CH:15]([CH3:17])[CH3:16])[C:11]2[C:10](=[O:12])[N:9]([CH3:13])[CH:8]=[N:7][C:6]=2[CH:5]=1. Reported procedure: A mixture of 5,7-dichloro-3-methylpyrido[4,3-d]pyrimidin-4(3H)-one (920.2 mg, 4.0 mmol) and isopropylamine (1.7 mL, 1.182 g, 20.0 mmol) in dioxane (10 mL) was heated at 80° C. for 26 hours and evaporated to result in a residue which was partitioned between saturated NH4Cl solution (200 mL) and EtOAc (100 mL). The aqueous phase was extracted with EtOAc (2×50 mL) and the combined organic phases were washed with brine (20 mL), dried over Na2SO4, and evaporated to afford crude title product (872 mg,... The reactants are COc1cc(C(=O)O)ccc1Nc1ncc2c(n1)N(C1CCCC1)CC(C)(C)C(=O)N2C, CN1C(=O)C(C)(C)CN(C2CCCC2)c2nc(Cl)ncc21, O=C(O)C(F)(F)F, COc1cc(C(=O)NC2CCC(N3CCN(CC4CC4)CC3)CC2)ccc1N. Product: COc1cc(C(=O)NC2CCC(N3CCN(CC4CC4)CC3)CC2)ccc1Nc1ncc2c(n1)N(C1CCCC1)CC(C)(C)C(=O)N2C. Reaction SMILES: [CH:57]1([N:58]2[CH2:59][C:60]([CH3:61])([CH3:62])[C:63](=[O:64])[N:65]([CH3:66])[c:67]3[cH:68][n:69][c:70]([NH:71][c:72]4[cH:73][cH:74][c:75]([C:76]([OH:77])=[O:78])[cH:79][c:80]4[O:81][CH3:82])[n:83][c:84]32)[CH2:85][CH2:86][CH2:87][CH2:88]1.[Cl:1][c:2]1[n:3][cH:4][c:5]2[c:6]([n:21]1)[N:7]([CH:16]1[CH2:17][CH2:18][CH2:19][CH2:20]1)[CH2:8][C:9]([CH3:14])([CH3:15])[C:10](=[O:13])[N:11]2[CH3:12].[F:50][C:51]([F:52])([F:53])[C:54]([OH:55])=[O:56].[NH2:22][c:23]1[c:24]([O:48][CH3:49])[cH:25][c:26]([C:27](=[O:28])[NH:29][CH:30]2[CH2:31][CH2:32][CH:33]([N:36]3[CH2:37][CH2:38][N:39]([CH2:42][CH:43]4[CH2:44][CH2:45]4)[CH2:40][CH2:41]3)[CH2:34][CH2:35]2)[cH:46][cH:47]1>>[c:2]1([NH:22][c:23]2[c:24]([O:48][CH3:49])[cH:25][c:26]([C:27](=[O:28])[NH:29][CH:30]3[CH2:31][CH2:32][CH:33]([N:36]4[CH2:37][CH2:38][N:39]([CH2:42][CH:43]5[CH2:44][CH2:45]5)[CH2:40][CH2:41]4)[CH2:34][CH2:35]3)[cH:46][cH:47]2)[n:3][cH:4][c:5]2[c:6]([n:21]1)[N:7]([CH:16]1[CH2:17][CH2:18][CH2:19][CH2:20]1)[CH2:8][C:9]([CH3:14])([CH3:15])[C:10](=[O:13])[N:11]2[CH3:12].